Dataset: the Open Reaction Database (ORD), a public repository of structured organic reaction records. Task: describe an organic reaction: reactants, conditions, products, and yield The reactants are ClC(COCC(Cl)Cl)Cl (dichloroethyl ether), C(CC#N)#N (malononitrile), C([O-])([O-])=O.[K+].[K+] (potassium carbonate). The solvent is C(C)#N (acetonitrile). Product: O1CCC(CC1)(C#N)C#N (tetrahydro-4H-pyran-4,4-dicarbonitrile). RXN SMILES: Cl[CH:2](Cl)[CH2:3][O:4][CH2:5][CH:6](Cl)Cl.[C:10](#[N:14])[CH2:11][C:12]#[N:13].C(=O)([O-])[O-].[K+].[K+]>C(#N)C>[O:4]1[CH2:5][CH2:6][C:11]([C:10]#[N:14])([C:12]#[N:13])[CH2:2][CH2:3]1 |f:2.3.4|. Procedure details: According to Flowchart B dichloroethyl ether (7) and malononitrile (8) are reacted with potassium carbonate in acetonitrile at reflux, giving tetrahydro-4H-pyran-4,4-dicarbonitrile (9) which is then reacted with 1N borane in tetrahydrofuran followed by treatment with hydrochloric acid, giving tetrahydro-4H-pyran-4,4-dimethanamine dihydrochloride (10) which is then reacted with sodium acetate and potassium tetrachloroplatinate in water, giving the product (11). The reactants are FC1=C(C=CC(=C1)N(S(=O)(=O)C1=C(C=CC=C1)[N+](=O)[O-])CC=1C=C(C=CC1)C1=C(C=C(C=C1C)O)C)CCC(=O)OC(C)(C)C (tert-butyl 3-(2-fluoro-4-{[(4′-hydroxy-2′,6′-dimethylbiphenyl-3-yl)methyl][(2-nitrophenyl)sulfonyl]amino}phenyl)propanoate), C(C)NCCO (2-(ethylamino)ethanol), C(CCC)P(CCCC)CCCC (tributylphosphine), N(=NC(=O)N1CCCCC1)C(=O)N1CCCCC1 (1,1′-(azodicarbonyl)dipiperidine). Run in O1CCCC1 (tetrahydrofuran). Yields the product C(C)NCCOC1=CC(=C(C(=C1)C)C1=CC(=CC=C1)CN(C1=CC(=C(C=C1)CCC(=O)OC(C)(C)C)F)S(=O)(=O)C1=C(C=CC=C1)[N+](=O)[O-])C (tert-butyl 3-(4-{({4′-[2-(ethylamino)ethoxy]-2′,6′-dimethylbiphenyl-3-yl}methyl)[(2-nitrophenyl)sulfonyl]amino}-2-fluorophenyl)propanoate). The yield is 152.7%. Reaction SMILES: [F:1][C:2]1[CH:7]=[C:6]([N:8]([CH2:21][C:22]2[CH:23]=[C:24]([C:28]3[C:33]([CH3:34])=[CH:32][C:31]([OH:35])=[CH:30][C:29]=3[CH3:36])[CH:25]=[CH:26][CH:27]=2)[S:9]([C:12]2[CH:17]=[CH:16][CH:15]=[CH:14][C:13]=2[N+:18]([O-:20])=[O:19])(=[O:11])=[O:10])[CH:5]=[CH:4][C:3]=1[CH2:37][CH2:38][C:39]([O:41][C:42]([CH3:45])([CH3:44])[CH3:43])=[O:40].[CH2:46]([NH:48][CH2:49][CH2:50]O)[CH3:47].C(P(CCCC)CCCC)CCC.N(C(N1CCCCC1)=O)=NC(N1CCCCC1)=O>O1CCCC1>[CH2:46]([NH:48][CH2:49][CH2:50][O:35][C:31]1[CH:32]=[C:33]([CH3:34])[C:28]([C:24]2[CH:25]=[CH:26][CH:27]=[C:22]([CH2:21][N:8]([S:9]([C:12]3[CH:17]=[CH:16][CH:15]=[CH:14][C:13]=3[N+:18]([O-:20])=[O:19])(=[O:10])=[O:11])[C:6]3[CH:5]=[CH:4][C:3]([CH2:37][CH2:38][C:39]([O:41][C:42]([CH3:45])([CH3:44])[CH3:43])=[O:40])=[C:2]([F:1])[CH:7]=3)[CH:23]=2)=[C:29]([CH3:36])[CH:30]=1)[CH3:47]. Reported procedure: To a solution of tert-butyl 3-(2-fluoro-4-{[(4′-hydroxy-2′,6′-dimethylbiphenyl-3-yl)methyl][(2-nitrophenyl)sulfonyl]amino}phenyl)propanoate (3.60 g, 5.67 mmol), 2-(ethylamino)ethanol (0.61 mL, 6.24 mmol) and tributylphosphine (2.26 mL, 8.51 mmol) in tetrahydrofuran (100 mL) was added 1,1′-(azodicarbonyl)dipiperidine (2.21 g, 8.53 mmol) under stirring at room temperature, and the mixture was stirred for 16 hr. The resulting precipitate was filtered off, and the filtrate was concentrated under red...